This data is from the Open Reaction Database (ORD), a public repository of structured organic reaction records. The task is: describe an organic reaction: reactants, conditions, products, and yield The reactants are [N-]=[N+]=[N-].[Na+] (NaN3), COC(=O)C=1C=C(C=C(C1)N)C1=C(C=CC=C1)OC (5-amino-2′-methoxy-biphenyl-3-carboxylic acid methyl ester), CC(=O)O (HOAc). Run in COC(OC)OC (trimethoxymethane). Reaction conditions: time 30 minute. Yields the product COC(=O)C=1C=C(C=C(C1)N1N=NN=C1)C1=C(C=CC=C1)OC (2′-methoxy-5-tetrazol-1-yl-biphenyl-3-carboxylic acid methyl ester). RXN SMILES: [CH3:1][O:2][C:3]([C:5]1[CH:6]=[C:7]([C:12]2[CH:17]=[CH:16][CH:15]=[CH:14][C:13]=2[O:18][CH3:19])[CH:8]=[C:9]([NH2:11])[CH:10]=1)=[O:4].[N-:20]=[N+:21]=[N-:22].[Na+].[CH3:24]C(O)=O>COC(OC)OC>[CH3:1][O:2][C:3]([C:5]1[CH:6]=[C:7]([C:12]2[CH:17]=[CH:16][CH:15]=[CH:14][C:13]=2[O:18][CH3:19])[CH:8]=[C:9]([N:11]2[CH:24]=[N:22][N:21]=[N:20]2)[CH:10]=1)=[O:4] |f:1.2|. Procedure: To a suspension of 5-amino-2′-methoxy-biphenyl-3-carboxylic acid methyl ester (7.2 g, 28 mmol) in trimethoxymethane (22.8 mL) was added NaN3 (5.7 g) followed by HOAc (285 mL). The reaction mixture was stirred at room temperature for 30 minutes, then stirred at 100° C. for three hours, and then stirred at room temperature for 18 hours. The resulting mixture was partitioned between water and methylene chloride, and the combined organic layers were washed with water, dried over Na2SO4, filtered and... Product: C1(CC(C(CC1)C(C)C)OCC(=O)Cl)C ((-)-Menthoxyacetyl chloride). Procedure details: 0.771 g (3.6 mmol) of (-)-menthoxyacetic acid is stirred under reflux with 2.1 g of thionyl chloride for 4 to 5 h. The thionyl chloride is first removed from the solution by distillation under reduced pressure. 3 ml of dry benzene are then added in order to remove residual thionyl chloride by means of vacuum distillation. 0.9 g of the title compound is obtained. Reaction SMILES: [CH:1]1([CH3:15])[CH2:6][CH2:5][CH:4]([CH:7]([CH3:9])[CH3:8])[CH:3]([O:10][CH2:11][C:12](O)=[O:13])[CH2:2]1.S(Cl)([Cl:18])=O>>[CH:1]1([CH3:15])[CH2:6][CH2:5][CH:4]([CH:7]([CH3:9])[CH3:8])[CH:3]([O:10][CH2:11][C:12]([Cl:18])=[O:13])[CH2:2]1. Reactants: C1(CC(C(CC1)C(C)C)OCC(=O)O)C ((-)-menthoxyacetic acid), S(=O)(Cl)Cl (thionyl chloride). Isolated yield 107.4%. Reactants: CO, CC(=O)O, O=C(c1ccccc1)c1ccc(F)c([N+](=O)[O-])c1, O. The product is O=[N+]([O-])c1cc(C(O)c2ccccc2)ccc1F. Reaction SMILES: [CH3:19][OH:20].[CH3:21][C:22](=[O:23])[OH:24].[F:1][c:2]1[c:3]([N+:16](=[O:17])[O-:18])[cH:4][c:5]([C:8](=[O:9])[c:10]2[cH:11][cH:12][cH:13][cH:14][cH:15]2)[cH:6][cH:7]1.[OH2:25]>>[F:1][c:2]1[c:3]([N+:16](=[O:17])[O-:18])[cH:4][c:5]([CH:8]([OH:9])[c:10]2[cH:11][cH:12][cH:13][cH:14][cH:15]2)[cH:6][cH:7]1. The reactants are CCCc1cc(CC(C)(Oc2ccccc2)C(=O)OCC)ccc1OCCc1nc(-c2ccccc2)oc1C, CCO, Cl, [Na+], [OH-]. The product is CCCc1cc(CC(C)(Oc2ccccc2)C(=O)O)ccc1OCCc1nc(-c2ccccc2)oc1C. As a reaction SMILES: [CH2:1]([CH3:2])[O:3][C:4]([C:5]([CH2:6][c:7]1[cH:8][c:9]([CH2:28][CH2:29][CH3:30])[c:10]([O:13][CH2:14][CH2:15][c:16]2[n:17][c:18](-[c:22]3[cH:23][cH:24][cH:25][cH:26][cH:27]3)[o:19][c:20]2[CH3:21])[cH:11][cH:12]1)([O:31][c:32]1[cH:33][cH:34][cH:35][cH:36][cH:37]1)[CH3:38])=[O:39].[CH3:43][CH2:44][OH:45].[ClH:42].[Na+:41].[OH-:40]>>[O:3]=[C:4]([C:5]([CH2:6][c:7]1[cH:8][c:9]([CH2:28][CH2:29][CH3:30])[c:10]([O:13][CH2:14][CH2:15][c:16]2[n:17][c:18](-[c:22]3[cH:23][cH:24][cH:25][cH:26][cH:27]3)[o:19][c:20]2[CH3:21])[cH:11][cH:12]1)([O:31][c:32]1[cH:33][cH:34][cH:35][cH:36][cH:37]1)[CH3:38])[OH:39]. Starting materials: [H-].[Na+] (Sodium hydride), [N+](=O)([O-])C1=CC=C2C=CNC2=C1 (6-Nitroindole), ClCCCI (1-chloro-3-iodopropane). The solvent is CN(C)C=O (DMF), CN(C)C=O (DMF). Reaction conditions: temperature 0 celsius, time 15 minute. Yields the product ClCCCN1C=CC2=CC=C(C=C12)[N+](=O)[O-] (1-(3-Chloropropyl)-6-nitro-1H-indole). Isolated yield 89.6%. Reaction SMILES: [H-].[Na+].[N+:3]([C:6]1[CH:14]=[C:13]2[C:9]([CH:10]=[CH:11][NH:12]2)=[CH:8][CH:7]=1)([O-:5])=[O:4].[Cl:15][CH2:16][CH2:17][CH2:18]I>CN(C=O)C>[Cl:15][CH2:16][CH2:17][CH2:18][N:12]1[C:13]2[C:9](=[CH:8][CH:7]=[C:6]([N+:3]([O-:5])=[O:4])[CH:14]=2)[CH:10]=[CH:11]1 |f:0.1|. Procedure details: Sodium hydride (1.96 g, 49.337 mmol, 60% suspension in mineral oil) was treated with DMF (60 mL), followed by 6-nitroindole (6) (2.0 g, 12.334 mmol) in DMF (20 mL) over a period of 5 min at 0° C. After stirring for 15 min, the solution was treated with 1-chloro-3-iodopropane (3.9 mL, 37.002 mmol), the reaction was brought to room temperature and stirred for 3 h. The reaction was quenched with saturated brine (80 mL), water (80 mL) and cooled to 0° C. The solid was filtered off, washed with water... Reported procedure: To a solution of N-(2,4-di-tert-butyl-5-hydroxy-phenyl)-7-methoxy-4-oxo-1H-quinoline-3-carboxamide (120 mg, 0.28 mmol) in DCM (1.5 mL) was added BBr3 (1.5 mL, 15.23 mmol) dropwise at −78° C. After the addition was complete the cooling bath was removed and the resulting reaction mixture was warmed to room temperature and stirred overnight. The reaction mixture was quenched with sat. solution of NaHCO3. The aqueous layer was extracted with DCM and the combined organic layer was dried over MgSO4, f... The solvent is C(Cl)Cl (DCM). Yields the product C(C)(C)(C)C1=C(C=C(C(=C1)C(C)(C)C)O)NC(=O)C1=CNC2=CC(=CC=C2C1=O)O (N-(2,4-ditert-butyl-5-hydroxy-phenyl)-7-hydroxy-4-oxo-1H-quinoline-3-carboxamide). Reaction conditions: time 8 hour. The reactants are C(C)(C)(C)C1=C(C=C(C(=C1)C(C)(C)C)O)NC(=O)C1=CNC2=CC(=CC=C2C1=O)OC (N-(2,4-di-tert-butyl-5-hydroxy-phenyl)-7-methoxy-4-oxo-1H-quinoline-3-carboxamide), B(Br)(Br)Br (BBr3). Reaction SMILES: [C:1]([C:5]1[CH:10]=[C:9]([C:11]([CH3:14])([CH3:13])[CH3:12])[C:8]([OH:15])=[CH:7][C:6]=1[NH:16][C:17]([C:19]1[C:28](=[O:29])[C:27]2[C:22](=[CH:23][C:24]([O:30]C)=[CH:25][CH:26]=2)[NH:21][CH:20]=1)=[O:18])([CH3:4])([CH3:3])[CH3:2].B(Br)(Br)Br>C(Cl)Cl>[C:1]([C:5]1[CH:10]=[C:9]([C:11]([CH3:14])([CH3:13])[CH3:12])[C:8]([OH:15])=[CH:7][C:6]=1[NH:16][C:17]([C:19]1[C:28](=[O:29])[C:27]2[C:22](=[CH:23][C:24]([OH:30])=[CH:25][CH:26]=2)[NH:21][CH:20]=1)=[O:18])([CH3:2])([CH3:3])[CH3:4]. Reactants: CCO, COc1cc(OC)nc(S)n1, O=[N+]([O-])c1ccsc1Cl, [Na+], [OH-], O. Reaction SMILES: [CH3:24][CH2:25][OH:26].[CH3:3][O:4][c:5]1[n:6][c:7]([SH:13])[n:8][c:9]([O:11][CH3:12])[cH:10]1.[Cl:14][c:15]1[s:16][cH:17][cH:18][c:19]1[N+:20](=[O:21])[O-:22].[Na+:2].[OH-:1].[OH2:23]>>[CH3:3][O:4][c:5]1[n:6][c:7]([S:13][c:15]2[s:16][cH:17][cH:18][c:19]2[N+:20](=[O:21])[O-:22])[n:8][c:9]([O:11][CH3:12])[cH:10]1. Product: COc1cc(OC)nc(Sc2sccc2[N+](=O)[O-])n1. Starting materials: ONC(C=CCCCCC1=CC=CC=C1)=O (7-Phenyl-hept-2-enoic acid hydroxyamide), C1(=CC=CC=C1)S (thiophenol), N1CCCCC1 (piperidine). The solvent is O1CCOCC1 (1,4-dioxane). Run at temperature 85 celsius. Product: ONC(CC(CCCCC1=CC=CC=C1)SC1=CC=CC=C1)=O (7-phenyl-3-phenylsulfanylheptanoic acid hydroxyamide). Reaction SMILES: [OH:1][NH:2][C:3](=[O:16])[CH:4]=[CH:5][CH2:6][CH2:7][CH2:8][CH2:9][C:10]1[CH:15]=[CH:14][CH:13]=[CH:12][CH:11]=1.[C:17]1([SH:23])[CH:22]=[CH:21][CH:20]=[CH:19][CH:18]=1.N1CCCCC1>O1CCOCC1>[OH:1][NH:2][C:3](=[O:16])[CH2:4][CH:5]([S:23][C:17]1[CH:22]=[CH:21][CH:20]=[CH:19][CH:18]=1)[CH2:6][CH2:7][CH2:8][CH2:9][C:10]1[CH:11]=[CH:12][CH:13]=[CH:14][CH:15]=1. Reported procedure: 7-Phenyl-hept-2-enoic acid hydroxyamide (0.3 g; 1.4 mmol) is combined with thiophenol (0.26 g; 2.4 mmol) and piperidine (0.04 g; 0.5 mmol) in 1,4-dioxane (6 mL) and heated to 85° C. for 4 hours. After cooling, the reaction is concentrated in vacuo and purified by column chromatography using 5% MeOH/CH2Cl2 to obtain 7-phenyl-3-phenylsulfanylheptanoic acid hydroxyamide.